This data is from the Open Reaction Database (ORD), a public repository of structured organic reaction records. The task is: describe an organic reaction: reactants, conditions, products, and yield Starting materials: C(C)OP(=O)(OCC)CC(=O)OC(C)(C)C (tert-butyl diethylphosphonoacetate), CC(C)([O-])C.[Na+] (sodium tert-butoxide), O1C(C1)C=1C=NC=CC1 (3-(oxiran-2-yl)pyridine). Solvent: COCCOC (1,2-dimethoxyethane). Run at temperature 65 celsius, time 40 minute. Product: C(C)(C)(C)OC(=O)C1C(C1)C1=NC=CC=C1 (2-Pyridin-2-yl-cyclopropanecarboxylic acid tert-butyl ester). Yield: 34.5%. Reaction SMILES: [CH3:1][C:2](C)([O-])C.[Na+].C(OP([CH2:15][C:16]([O:18][C:19]([CH3:22])([CH3:21])[CH3:20])=[O:17])(OCC)=O)C.O1CC1[C:26]1[CH:27]=[N:28][CH:29]=[CH:30][CH:31]=1>COCCOC>[C:19]([O:18][C:16]([CH:15]1[CH2:2][CH:1]1[C:27]1[CH:26]=[CH:31][CH:30]=[CH:29][N:28]=1)=[O:17])([CH3:20])([CH3:21])[CH3:22] |f:0.1|. Reported procedure: To a stirred suspension of sodium tert-butoxide (7.63 g, 79.4 mmol) in 1,2-dimethoxyethane (70 mL) at ambient temperature was added tert-butyl diethylphosphonoacetate (20.0 g, 79.4 mmol) over 30 minutes, then allowed to stir a further 40 minutes then 3-(oxiran-2-yl)pyridine (4.8 g, 39.7 mmol) was added drop wise. The suspension was stirred at for 30 minutes then heated to 65° C. overnight. The reaction was poured onto ice and extracted with diethyl ether. The combined organic extracts were washe... As a reaction SMILES: [C:1]([O:4][C@H:5]1[C@H:10]([N:11]=[C:12]=[S:13])[C@@H:9]([O:14][C:15](=[O:17])[CH3:16])[C@H:8]([O:18][C:19](=[O:21])[CH3:20])[C@@H:7]([CH2:22][O:23][C:24](=[O:26])[CH3:25])[O:6]1)(=[O:3])[CH3:2].Cl.[CH3:28][NH2:29]>CC#N>[C:1]([O:4][C@H:5]1[C@H:10]([NH:11][C:12]([NH:29][CH3:28])=[S:13])[C@@H:9]([O:14][C:15](=[O:17])[CH3:16])[C@H:8]([O:18][C:19](=[O:21])[CH3:20])[C@@H:7]([CH2:22][O:23][C:24](=[O:26])[CH3:25])[O:6]1)(=[O:3])[CH3:2] |f:1.2|. Starting materials: C(C)(=O)O[C@@H]1O[C@@H]([C@H]([C@@H]([C@H]1N=C=S)OC(C)=O)OC(C)=O)COC(C)=O ((2S,3R,4R,5S,6R)-6-(acetoxymethyl)-3-isothiocyanato-tetrahydro-2H-pyran-2,4,5-triyl triacetate), Cl.CN (methylamine hydrochloride). Run in CC#N (CH3CN). Procedure: To a stirred solution of (2S,3R,4R,5S,6R)-6-(acetoxymethyl)-3-isothiocyanato-tetrahydro-2H-pyran-2,4,5-triyl triacetate (0.51 g, 1.32 mmol) (Jochims, J. C. et al, Tetrahedron, 1965, 21(9), 2611-16) in CH3CN, was added neat methylamine hydrochloride (0.18 g, 2.64 mmol). The reaction was stirred at room temperature until complete by TLC (1.5 h). The reaction was washed with a minimal amount of saturated aqueous NaHCO3 (15 mL). The aqueous layer was then extracted three times with DCM, and the orga... Product: C(C)(=O)O[C@@H]1O[C@@H]([C@H]([C@@H]([C@H]1NC(=S)NC)OC(C)=O)OC(C)=O)COC(C)=O ((2S,3R,4R,5S,6R)-6-(acetoxymethyl)-3-(3-methylthioureido)-tetrahydro-2H-pyran-2,4,5-triyl triacetate). Isolated yield 63.1%. Conditions: time 1.5 hour.